describe an organic reaction: reactants, conditions, products, and yield From a dataset of the Open Reaction Database (ORD), a public repository of structured organic reaction records. Conditions: time 5 minute. The reagents and catalysts are [Pd].C1(=CC=CC=C1)P(C1=CC=CC=C1)(C1=CC=CC=C1)C1=CC=CC=C1 (tetrakis phenyl phosphine palladium). Product: CC(CC1=C2CCC(C2=CC=C1)=O)=C (4-(2-methyl-2-propenyl)-1-indanone). The solvent is O (water). The reactants are CC(C[Sn](CCCC)(CCCC)CCCC)=C ((2-methyl-2-propenyl)-tributyl stannane), BrC1=C2CCC(C2=CC=C1)=O (4-bromo indanone), CN(C=O)C (dimethylformamide), [F-].[K+] (potassium fluoride). Reaction SMILES: [CH3:1][C:2](=[CH2:17])[CH2:3][Sn](CCCC)(CCCC)CCCC.Br[C:19]1[CH:27]=[CH:26][CH:25]=[C:24]2[C:20]=1[CH2:21][CH2:22][C:23]2=[O:28].CN(C)C=O.[F-].[K+]>O.[Pd].C1(P(C2C=CC=CC=2)(C2C=CC=CC=2)C2C=CC=CC=2)C=CC=CC=1>[CH3:3][C:2](=[CH2:1])[CH2:17][C:19]1[CH:27]=[CH:26][CH:25]=[C:24]2[C:20]=1[CH2:21][CH2:22][C:23]2=[O:28] |f:3.4,6.7|. Reported procedure: 9 g of (2-methyl-2-propenyl)-tributyl stannane, 5.25 g of 4-bromo indanone, 50 ml of dimethylformamide and 300 g of tetrakis phenyl phosphine palladium are heated to 125° C. under agitation for 45 minutes. After cooling, the mixture is poured into an iced solution of 7.5 g of potassium fluoride in 300 ml of water, agitated for 5 minutes and filtered on celite. The filtrate is extracted with isopropyl ether, dried and concentrated to dryness under reduced pressure. The residue is chromatographed ... Starting materials: O1N=C(OCC1)C(C1=C(C=O)C=CC=C1)=NOC (2-[(5,6-dihydro-[1,4,2]dioxazin-3-yl)-methoxyimino-methyl]-benzaldehyde), CC(=O)C1=CC(=CC=C1)C(F)(F)F (3-trifluoromethylacetophenone), O.NN (hydrazine hydrate), C1(=CC=C(C=C1)S(=O)(=O)O)C (4-toluenesulphonic acid). Solvent: C1(=CC=CC=C1)C (toluene), O (water). Product: CON=C(C1=C(C=CC=C1)C=NN=C(C)C1=CC(=CC=C1)C(F)(F)F)C1=NOCCO1 ((5,6-dihydro-[1,4,2]dioxazin-3-yl)-(2-{[1-(3-trifluoromethylphenyl)-ethylidene]-hydrazonomethyl}-phenyl)-methanone O-methyl oxime). Yield: 28.9%. As a reaction SMILES: [O:1]1[CH2:6][CH2:5][O:4][C:3]([C:7](=[N:16][O:17][CH3:18])[C:8]2[CH:15]=[CH:14][CH:13]=[CH:12][C:9]=2[CH:10]=O)=[N:2]1.[CH3:19][C:20]([C:22]1[CH:27]=[CH:26][CH:25]=[C:24]([C:28]([F:31])([F:30])[F:29])[CH:23]=1)=O.O.[NH2:33][NH2:34].C1(C)C=CC(S(O)(=O)=O)=CC=1>C1(C)C=CC=CC=1.O>[CH3:18][O:17][N:16]=[C:7]([C:3]1[O:4][CH2:5][CH2:6][O:1][N:2]=1)[C:8]1[CH:15]=[CH:14][CH:13]=[CH:12][C:9]=1[CH:10]=[N:33][N:34]=[C:20]([C:22]1[CH:27]=[CH:26][CH:25]=[C:24]([C:28]([F:31])([F:30])[F:29])[CH:23]=1)[CH3:19] |f:2.3|. Procedure: 0.9 g (0.0036 mol) of 2-[(5,6-dihydro-[1,4,2]dioxazin-3-yl)-methoxyimino-methyl]-benzaldehyde, 0.69 g (0.0036 mol) of 3-trifluoromethylacetophenone, 0.18 g (0.0036 mol) of hydrazine hydrate and 25 mg of 4-toluenesulphonic acid are heated under reflux in 120 ml of toluene for 18 hours using a water separator. After cooling, the mixture is dried over magnesium sulphate and concentrated under reduced pressure. The residue is chromatographed over silica gel with cyclohexane/ethyl acetate (5:1). 0.45... Starting materials: COCOc1ccc(Br)cc1, C1CCOC1, [Li]CCCC, CCC(C(=O)N(C)OC)c1ccccc1, O. The product is CCC(C(=O)c1ccc(OCOC)cc1)c1ccccc1. Reaction SMILES: [Br:1][c:2]1[cH:3][cH:4][c:5]([O:8][CH2:9][O:10][CH3:11])[cH:6][cH:7]1.[CH2:33]1[O:34][CH2:35][CH2:36][CH2:37]1.[CH3:12][CH2:13][CH2:14][CH2:15][Li:16].[CH3:17][O:18][N:19]([C:20]([CH:21]([CH2:22][CH3:23])[c:24]1[cH:25][cH:26][cH:27][cH:28][cH:29]1)=[O:30])[CH3:31].[OH2:32]>>[c:2]1([C:20]([CH:21]([CH2:22][CH3:23])[c:24]2[cH:25][cH:26][cH:27][cH:28][cH:29]2)=[O:30])[cH:3][cH:4][c:5]([O:8][CH2:9][O:10][CH3:11])[cH:6][cH:7]1. Starting materials: CSc1ccc(N)cc1, COc1ccc(C=O)cc1. As a reaction SMILES: [CH3:11][S:12][c:13]1[cH:14][cH:15][c:16]([NH2:17])[cH:18][cH:19]1.[CH3:1][O:2][c:3]1[cH:4][cH:5][c:6]([CH:7]=[O:8])[cH:9][cH:10]1>>[CH3:1][O:2][c:3]1[cH:4][cH:5][c:6]([CH:7]=[N:17][c:16]2[cH:15][cH:14][c:13]([S:12][CH3:11])[cH:19][cH:18]2)[cH:9][cH:10]1. The product is COc1ccc(C=Nc2ccc(SC)cc2)cc1.